From a dataset of the Open Reaction Database (ORD), a public repository of structured organic reaction records. describe an organic reaction: reactants, conditions, products, and yield The reactants are compound, ClC1=NC=NC2=CC=C(C=C12)O (4-chloro-6-hydroxy-quinazoline), C(#N)C=1C(=NC=CC1)Cl (3-cyano-2-chloropyridine), N1=C(SC2=NC=CC=C21)N (thiazolo[5,4-b]pyridin-2-yl-amine). Yields the product C(#N)C=1C(=NC=CC1)OC=1C=C2C(=NC=NC2=CC1)NC=1SC2=NC=CC=C2N1 ([6-(3-Cyanopyridin-2-yloxy)-quinazolin-4-yl]-thiazolo[5,4-b]pyridin-2-yl-amine). As a reaction SMILES: [C:1]([C:3]1[C:4](Cl)=[N:5][CH:6]=[CH:7][CH:8]=1)#[N:2].[N:10]1[C:18]2[C:13](=[N:14][CH:15]=[CH:16][CH:17]=2)[S:12][C:11]=1[NH2:19].Cl[C:21]1[C:30]2[C:25](=[CH:26][CH:27]=[C:28]([OH:31])[CH:29]=2)[N:24]=[CH:23][N:22]=1>>[C:1]([C:3]1[C:4]([O:31][C:28]2[CH:29]=[C:30]3[C:25](=[CH:26][CH:27]=2)[N:24]=[CH:23][N:22]=[C:21]3[NH:19][C:11]2[S:12][C:13]3[C:18]([N:10]=2)=[CH:17][CH:16]=[CH:15][N:14]=3)=[N:5][CH:6]=[CH:7][CH:8]=1)#[N:2]. Procedure: The compound of Example 80 was manufactured by the same method as in Example 95, by a similar method thereto or by a combination of such a method with a conventional method using 3-cyano-2-chloropyridine, thiazolo[5,4-b]pyridin-2-yl-amine and 4-chloro-6-hydroxy-quinazoline.